From a dataset of the Open Reaction Database (ORD), a public repository of structured organic reaction records. describe an organic reaction: reactants, conditions, products, and yield Starting materials: FC(C1=NC2=C(N1CC1=CC=CC3=CC=CC=C13)C=C(C=C2C(=O)OC)N2CCOCC2)F (methyl 2-(difluoromethyl)-6-morpholino-1-(naphthalen-1-ylmethyl)-1H-benzo[d]imidazole-4-carboxylate), [Li+].[OH-] (LiOH). Solvent: C1CCOC1 (THF). Yields the product FC(C1=NC2=C(N1CC1=CC=CC3=CC=CC=C13)C=C(C=C2C(=O)O)N2CCOCC2)F (2-(difluoromethyl)-6-(4-morpholinyl)-1-(1-naphthalenylmethyl)-1H-benzimidazole-4-carboxylic acid). The yield is 66.4%. RXN SMILES: [F:1][CH:2]([F:33])[C:3]1[N:7]([CH2:8][C:9]2[C:18]3[C:13](=[CH:14][CH:15]=[CH:16][CH:17]=3)[CH:12]=[CH:11][CH:10]=2)[C:6]2[CH:19]=[C:20]([N:27]3[CH2:32][CH2:31][O:30][CH2:29][CH2:28]3)[CH:21]=[C:22]([C:23]([O:25]C)=[O:24])[C:5]=2[N:4]=1.[Li+].[OH-]>C1COCC1>[F:33][CH:2]([F:1])[C:3]1[N:7]([CH2:8][C:9]2[C:18]3[C:13](=[CH:14][CH:15]=[CH:16][CH:17]=3)[CH:12]=[CH:11][CH:10]=2)[C:6]2[CH:19]=[C:20]([N:27]3[CH2:32][CH2:31][O:30][CH2:29][CH2:28]3)[CH:21]=[C:22]([C:23]([OH:25])=[O:24])[C:5]=2[N:4]=1 |f:1.2|. Reported procedure: A mixture methyl 2-(difluoromethyl)-6-morpholino-1-(naphthalen-1-ylmethyl)-1H-benzo[d]imidazole-4-carboxylate (700 mg, 1.55 mmol) and 2N LiOH (5 mL) in THF (10 mL) was stirred at 45° C. for 4 h. It was filtered, the filter cake was dissolved in water (10 mL) and formic acid was added to adjust pH to 3-4. Then a filtration was performed and the filter cake was collected, dried under vacuum to give the product (450 mg, 66%) as a white solid. 1H NMR (300 MHz, DMSO-d6,): δ ppm 3.07 (s, 4H), 3.68 (s,... The reactants are [Si](C)(C)(C(C)(C)C)OC1=CC=C(C=C1)C1(CCOCC1)CNC1=NC=CC=C1 (N-{[4-(4-{[tert-butyl(dimethyl)silyl]oxy}phenyl)tetrahydro-2H-pyran-4-yl]methyl}pyridin-2-amine), [F-].C(CCC)[N+](CCCC)(CCCC)CCCC (tetrabutylammonium fluoride). Solvent: C1CCOC1 (THF). Yields the product N1=C(C=CC=C1)NCC1(CCOCC1)C1=CC=C(C=C1)O (4-{4-[(pyridin-2-ylamino)methyl]tetrahydro-2H-pyran-4-yl}phenol). Isolated yield 57.5%. RXN SMILES: [Si]([O:8][C:9]1[CH:14]=[CH:13][C:12]([C:15]2([CH2:21][NH:22][C:23]3[CH:28]=[CH:27][CH:26]=[CH:25][N:24]=3)[CH2:20][CH2:19][O:18][CH2:17][CH2:16]2)=[CH:11][CH:10]=1)(C(C)(C)C)(C)C.[F-].C([N+](CCCC)(CCCC)CCCC)CCC>C1COCC1>[N:24]1[CH:25]=[CH:26][CH:27]=[CH:28][C:23]=1[NH:22][CH2:21][C:15]1([C:12]2[CH:13]=[CH:14][C:9]([OH:8])=[CH:10][CH:11]=2)[CH2:16][CH2:17][O:18][CH2:19][CH2:20]1 |f:1.2|. Procedure details: N-{[4-(4-{[tert-butyl(dimethyl)silyl]oxy}phenyl)tetrahydro-2H-pyran-4-yl]methyl}pyridin-2-amine (2.099 g, 5.27 mmol) and tetrabutylammonium fluoride (1M solution in THF, 5.80 ml, 5.80 mmol) were stirred in THF (20 ml) at room temperature for 24 hours until complete. THF was removed in vacuo and the residue partitioned between dichloromethane (75 ml) and sodium bicarbonate (50 ml). The organic layer was washed further with sodium bicarbonate (2×50 ml), then separated and dried over sodium sulphat... Reactants: OCC1CCCC1, O=C(NC1CCCCC1O)c1cnc(Br)c(-c2ccc(Cl)cc2)n1. Yields the product O=C(NC1CCCCC1O)c1cnc(OCC2CCCC2)c(-c2ccc(Cl)cc2)n1. As a reaction SMILES: [CH:25]1([CH2:30][OH:31])[CH2:26][CH2:27][CH2:28][CH2:29]1.[OH:1][CH:2]1[CH:3]([NH:8][C:9](=[O:10])[c:11]2[n:12][c:13](-[c:18]3[cH:19][cH:20][c:21]([Cl:24])[cH:22][cH:23]3)[c:14]([Br:17])[n:15][cH:16]2)[CH2:4][CH2:5][CH2:6][CH2:7]1>>[OH:1][CH:2]1[CH:3]([NH:8][C:9](=[O:10])[c:11]2[n:12][c:13](-[c:18]3[cH:19][cH:20][c:21]([Cl:24])[cH:22][cH:23]3)[c:14]([O:31][CH2:30][CH:25]3[CH2:26][CH2:27][CH2:28][CH2:29]3)[n:15][cH:16]2)[CH2:4][CH2:5][CH2:6][CH2:7]1. Starting materials: Amide MBHA resin, N[C@@H](CC1=CC=C(C=C1)OC(C)(C)C)C(=O)O (Tyr(But)), N[C@@H](CCCNC(NS(=O)(=O)C1=C(C)C(C)=C2OC(C)(C)CC2=C1C)=N)C(=O)O (Arg(Pbf)). Solvent: CN(C)C=O (DMF). Product: N[C@@H](CCCNC(NS(=O)(=O)C1=C(C)C(C)=C2OC(C)(C)CC2=C1C)=N)C(=O)N[C@@H](CC1=CC=C(C=C1)OC(C)(C)C)C(=O)O (H-Arg(Pbf)-Tyr(But)). RXN SMILES: [NH2:1][C@H:2]([C:15]([OH:17])=[O:16])[CH2:3][C:4]1[CH:9]=[CH:8][C:7]([O:10][C:11]([CH3:14])([CH3:13])[CH3:12])=[CH:6][CH:5]=1.[NH2:18][C@H:19]([C:44](O)=[O:45])[CH2:20][CH2:21][CH2:22][NH:23][C:24](=[NH:43])[NH:25][S:26]([C:29]1[C:41]([CH3:42])=[C:40]2[C:34]([O:35][C:36]([CH2:39]2)([CH3:38])[CH3:37])=[C:32]([CH3:33])[C:30]=1[CH3:31])(=[O:28])=[O:27]>CN(C=O)C>[NH2:18][C@H:19]([C:44]([NH:1][C@H:2]([C:15]([OH:17])=[O:16])[CH2:3][C:4]1[CH:5]=[CH:6][C:7]([O:10][C:11]([CH3:14])([CH3:12])[CH3:13])=[CH:8][CH:9]=1)=[O:45])[CH2:20][CH2:21][CH2:22][NH:23][C:24](=[NH:43])[NH:25][S:26]([C:29]1[C:41]([CH3:42])=[C:40]2[C:34]([O:35][C:36]([CH2:39]2)([CH3:38])[CH3:37])=[C:32]([CH3:33])[C:30]=1[CH3:31])(=[O:27])=[O:28]. Procedure: Commercially available Rink Amide MBHA resin (1 g, 0.45 mmol) was measured and placed in a reaction vessel and swollen with DMF. By a manual solid phase synthesis operation, Tyr(But), Arg(Pbf) were successively condensed, and Fmoc was removed. The resin was washed with DMF, MeOH, and dried to give H-Arg(Pbf)-Tyr(But)-Rink Amide MBHA resin (1.162 g). From the obtained resin, 65.6 mg, 0.025 mmol was measured and placed in a reaction vessel. Gln(Trt), Lys(Mtt) were introduced thereto by manual soli... Starting materials: OC(=O)C(F)(F)F.C(C1=CC=CC=C1)N1CC2=NC(=C(N=C2CC1)N1CCC(CC1)OC1=C(C=C(C=C1)OC)F)NC1CCC1 (6-benzyl-N-cyclobutyl-2-(4-(2-fluoro-4-methoxyphenoxy)piperidin-1-yl)-5,6,7,8-tetrahydropyrido[3,4-b]pyrazin-3-amine TFA salt). Reagents/catalysts: [OH-].[OH-].[Pd+2] (Pd(OH)2 on carbon). Run in C1CCOC1 (THF). Conditions: time 4 hour. Product: C1(CCC1)NC1=C(N=C2C(=N1)CNCC2)N2CCC(CC2)OC2=C(C=C(C=C2)OC)F (N-cyclobutyl-2-(4-(2-fluoro-4-methoxyphenoxy)piperidin-1-yl)-5,6,7,8-tetrahydropyrido[3,4-b]pyrazin-3-amine), C(=O)(C(F)(F)F)O (TFA). Yield: 475.9%. RXN SMILES: [OH:1][C:2]([C:4]([F:7])([F:6])[F:5])=[O:3].C([N:15]1[CH2:24][CH2:23][C:22]2[C:17](=[N:18][C:19]([NH:41][CH:42]3[CH2:45][CH2:44][CH2:43]3)=[C:20]([N:25]3[CH2:30][CH2:29][CH:28]([O:31][C:32]4[CH:37]=[CH:36][C:35]([O:38][CH3:39])=[CH:34][C:33]=4[F:40])[CH2:27][CH2:26]3)[N:21]=2)[CH2:16]1)C1C=CC=CC=1>C1COCC1.[OH-].[OH-].[Pd+2]>[CH:42]1([NH:41][C:19]2[N:18]=[C:17]3[CH2:16][NH:15][CH2:24][CH2:23][C:22]3=[N:21][C:20]=2[N:25]2[CH2:30][CH2:29][CH:28]([O:31][C:32]3[CH:37]=[CH:36][C:35]([O:38][CH3:39])=[CH:34][C:33]=3[F:40])[CH2:27][CH2:26]2)[CH2:43][CH2:44][CH2:45]1.[C:2]([OH:3])([C:4]([F:7])([F:6])[F:5])=[O:1] |f:0.1,3.4.5|. Procedure details: A mixture of 6-benzyl-N-cyclobutyl-2-(4-(2-fluoro-4-methoxyphenoxy)piperidin-1-yl)-5,6,7,8-tetrahydropyrido[3,4-b]pyrazin-3-amine TFA salt (103.4 mg, 0.164 mmol) and Pd(OH)2 on carbon (10 mg, 0.014 mmol) in THF (818 μL) was stirred at rt under an atmosphere of hydrogen gas (balloon) for 4 h. The mixture was filtered through a pad of Celite™, washing with MeOH, and concentrated to afford the title compound as its TFA salt (89 mg, 100%) as a yellow solid. ESI-MS m/z [M+H]+ 428.4. Starting materials: CNC(=O)c1ccc(C(=O)O)cc1, CCN=C=NCCCN(C)C, CCN(C(C)C)C(C)C, Cl, NCC(=O)N1CCN(C(=O)c2ccccc2C(F)(F)F)CC1, CN(C)C=O, O, On1nnc2ccccc21. Yields the product CNC(=O)c1ccc(C(=O)NCC(=O)N2CCN(C(=O)c3ccccc3C(F)(F)F)CC2)cc1. As a reaction SMILES: [CH3:10][NH:11][C:12]([c:13]1[cH:14][cH:15][c:16]([C:17](=[O:18])[OH:19])[cH:20][cH:21]1)=[O:22].[CH3:23][CH2:24][N:25]=[C:26]=[N:27][CH2:28][CH2:29][CH2:30][N:31]([CH3:32])[CH3:33].[CH:1]([N:2]([CH2:3][CH3:4])[CH:5]([CH3:6])[CH3:7])([CH3:8])[CH3:9].[ClH:66].[NH2:44][CH2:45][C:46](=[O:47])[N:48]1[CH2:49][CH2:50][N:51]([C:54]([c:55]2[c:56]([C:61]([F:62])([F:63])[F:64])[cH:57][cH:58][cH:59][cH:60]2)=[O:65])[CH2:52][CH2:53]1.[O:67]=[CH:68][N:69]([CH3:70])[CH3:71].[OH2:72].[OH:34][n:35]1[c:36]2[c:37]([cH:38][cH:39][cH:40][cH:41]2)[n:42][n:43]1>>[CH3:10][NH:11][C:12]([c:13]1[cH:14][cH:15][c:16]([C:17](=[O:18])[NH:44][CH2:45][C:46](=[O:47])[N:48]2[CH2:49][CH2:50][N:51]([C:54]([c:55]3[c:56]([C:61]([F:62])([F:63])[F:64])[cH:57][cH:58][cH:59][cH:60]3)=[O:65])[CH2:52][CH2:53]2)[cH:20][cH:21]1)=[O:22]. Reactants: [Br-], CN1CCOCC1, O=S(=O)(Cl)Cc1ccc(Cl)cc1, C[N+](C)(CCN)CCNC(=O)c1nc(Cl)c(N)nc1N, CN(C)C=O. Yields the product [Br-], C[N+](C)(CCNC(=O)c1nc(Cl)c(N)nc1N)CCNS(=O)(=O)Cc1ccc(Cl)cc1. As a reaction SMILES: [Br-:1].[CH3:34][N:35]1[CH2:36][CH2:37][O:38][CH2:39][CH2:40]1.[Cl:22][c:23]1[cH:24][cH:25][c:26]([CH2:29][S:30](=[O:31])(=[O:32])[Cl:33])[cH:27][cH:28]1.[NH2:2][CH2:3][CH2:4][N+:5]([CH3:6])([CH3:7])[CH2:8][CH2:9][NH:10][C:11](=[O:12])[c:13]1[n:14][c:15]([Cl:21])[c:16]([NH2:20])[n:17][c:18]1[NH2:19].[O:41]=[CH:42][N:43]([CH3:44])[CH3:45]>>[Br-:1].[NH:2]([CH2:3][CH2:4][N+:5]([CH3:6])([CH3:7])[CH2:8][CH2:9][NH:10][C:11](=[O:12])[c:13]1[n:14][c:15]([Cl:21])[c:16]([NH2:20])[n:17][c:18]1[NH2:19])[S:30]([CH2:29][c:26]1[cH:25][cH:24][c:23]([Cl:22])[cH:28][cH:27]1)(=[O:31])=[O:32].